Dataset: the Open Reaction Database (ORD), a public repository of structured organic reaction records. Task: describe an organic reaction: reactants, conditions, products, and yield The reactants are N#CBr (cyanogen bromide), N5-, (Benzyloxy)carbonyl-N2-, C(C)(C)(C)OC([C@@H](NC(=O)OC(C)(C)C)CCCN)=O (tert-butoxycarbonyl-L-ornithine tert-butyl ester), C([O-])(O)=O.[Na+] (sodium bicarbonate). Reagents/catalysts: [Pd] (palladium on carbon). Solvent: CCOCC (ether), C(C)OCC (diethyl ether), C(C)(=O)OCC (ethyl acetate), CCOCC (ether). Run at temperature 22 celsius, time 45 minute. Yields the product C(C)(C)(C)OC([C@@H](NC(=O)OC(C)(C)C)CCCNC#N)=O (N2-(tert-butoxycarbonyl)-N5-cyano-L-ornithine tert-butyl ester). Yield: 67.0%. Reaction SMILES: [C:1]([O:5][C:6](=[O:20])[C@H:7]([CH2:16][CH2:17][CH2:18][NH2:19])[NH:8][C:9]([O:11][C:12]([CH3:15])([CH3:14])[CH3:13])=[O:10])([CH3:4])([CH3:3])[CH3:2].[N:21]#[C:22]Br.C(=O)(O)[O-].[Na+]>C(OCC)(=O)C.[Pd].CCOCC>[C:1]([O:5][C:6](=[O:20])[C@H:7]([CH2:16][CH2:17][CH2:18][NH:19][C:22]#[N:21])[NH:8][C:9]([O:11][C:12]([CH3:13])([CH3:14])[CH3:15])=[O:10])([CH3:4])([CH3:2])[CH3:3] |f:2.3|. Procedure: To a solution of 6.1 g (14.44 mmol) N5-((Benzyloxy)carbonyl-N2-(tert-butoxycarbonyl-L-ornithine tert-butyl ester in 100 mL ethyl acetate was added 1.0 g 10% palladium on carbon. The suspension was shaken at 22° C. under 50 psi H2 for 45 minutes in a 500 mL Parr bottle. The catalyst was removed by filtration through celite. The resulting solution was concentrated to yield a crude oil. The oil was disolved into 50 mL of diethyl ether and added dropwise to a 0° C. stirred solution of 1.52 g (14.3 m... Starting materials: Br, Cc1c(Nc2ccc(Br)cc2F)c([N+](=O)[O-])c2n(c1=O)CCN2Cc1ccccc1, CC(=O)O. Yields the product Cc1c(Nc2ccc(Br)cc2F)c([N+](=O)[O-])c2n(c1=O)CCN2. Reaction SMILES: [BrH:1].[CH2:2]([c:3]1[cH:4][cH:5][cH:6][cH:7][cH:8]1)[N:9]1[CH2:10][CH2:11][n:12]2[c:13]1[c:14]([N+:29](=[O:30])[O-:31])[c:15]([NH:20][c:21]1[c:22]([F:28])[cH:23][c:24]([Br:27])[cH:25][cH:26]1)[c:16]([CH3:19])[c:17]2=[O:18].[CH3:32][C:33](=[O:34])[OH:35]>>[NH:9]1[CH2:10][CH2:11][n:12]2[c:13]1[c:14]([N+:29](=[O:30])[O-:31])[c:15]([NH:20][c:21]1[c:22]([F:28])[cH:23][c:24]([Br:27])[cH:25][cH:26]1)[c:16]([CH3:19])[c:17]2=[O:18]. Reactants: C(#N)C1=C(C=C(C=C1)N1C[C@H](N(C[C@@H]1C)C(=O)OC(C)(C)C)C)F (tert-butyl (2R,5S)-4-(4-cyano-3-fluorophenyl)-2,5-dimethylpiperazine-1-carboxylate), FC(C(=O)O)(F)F (trifluoroacetic acid). The solvent is ClCCl (dichloromethane). Conditions: time 8 hour. Product: C[C@@H]1N(C[C@H](NC1)C)C1=CC(=C(C#N)C=C1)F (4-[(2S,5R)-2,5-Dimethylpiperazin-1-yl]-2-fluorobenzonitrile). The yield is 114.3%. As a reaction SMILES: [C:1]([C:3]1[CH:8]=[CH:7][C:6]([N:9]2[C@@H:14]([CH3:15])[CH2:13][N:12](C(OC(C)(C)C)=O)[C@H:11]([CH3:23])[CH2:10]2)=[CH:5][C:4]=1[F:24])#[N:2].FC(F)(F)C(O)=O>ClCCl>[CH3:15][C@H:14]1[CH2:13][NH:12][C@H:11]([CH3:23])[CH2:10][N:9]1[C:6]1[CH:7]=[CH:8][C:3]([C:1]#[N:2])=[C:4]([F:24])[CH:5]=1. Procedure: Into 150 ml of dichloromethane was dissolved 15.0 g of tert-butyl (2R,5S)-4-(4-cyano-3-fluorophenyl)-2,5-dimethylpiperazine-1-carboxylate, and then 30 ml of trifluoroacetic acid was added thereto, followed by stirring at room temperature overnight. After the reaction solution was removed by evaporation, 1M hydrochloric acid was added thereto, followed by washing with chloroform. The aqueous phase was made basic with a 5M sodium hydroxide aqueous solution, followed by extraction with chloroform. ... Starting materials: O=c1ccccn1C(=S)n1ccccc1=O, COc1cc(N)ccc1-n1cnc(C)c1, ClCCl. Product: COc1cc(N=C=S)ccc1-n1cnc(C)c1. RXN SMILES: [C:16](=[S:17])([n:18]1[cH:19][cH:20][cH:21][cH:22][c:23]1=[O:24])[n:25]1[cH:26][cH:27][cH:28][cH:29][c:30]1=[O:31].[CH3:1][O:2][c:3]1[cH:4][c:5]([NH2:15])[cH:6][cH:7][c:8]1-[n:9]1[cH:10][n:11][c:12]([CH3:14])[cH:13]1.[Cl:32][CH2:33][Cl:34]>>[CH3:1][O:2][c:3]1[cH:4][c:5]([N:15]=[C:16]=[S:17])[cH:6][cH:7][c:8]1-[n:9]1[cH:10][n:11][c:12]([CH3:14])[cH:13]1. Reaction SMILES: [C:1](#[N:2])[C:3]1=[CH:4][C:5]2=[CH:6][CH2:7][CH:8]3[CH:9]4[CH2:10][CH2:11][CH:12]([C:22]([S:23][c:24]5[cH:25][cH:26][cH:27][cH:28][n:29]5)=[O:30])[C:13]4([CH3:14])[CH2:15][CH2:16][CH:17]3[C:18]2([CH3:21])[CH2:19][CH2:20]1.[c:31]1([CH:37]([CH2:38][c:39]2[cH:40][cH:41][cH:42][cH:43][cH:44]2)[NH2:45])[cH:32][cH:33][cH:34][cH:35][cH:36]1>>[C:1](#[N:2])[C:3]1=[CH:4][C:5]2=[CH:6][CH2:7][CH:8]3[CH:9]4[CH2:10][CH2:11][CH:12]([C:22](=[O:30])[NH:45][CH:37]([c:31]5[cH:32][cH:33][cH:34][cH:35][cH:36]5)[CH2:38][c:39]5[cH:40][cH:41][cH:42][cH:43][cH:44]5)[C:13]4([CH3:14])[CH2:15][CH2:16][CH:17]3[C:18]2([CH3:21])[CH2:19][CH2:20]1. Starting materials: CC12CCC(C#N)=CC1=CCC1C2CCC2(C)C(C(=O)Sc3ccccn3)CCC12, NC(Cc1ccccc1)c1ccccc1. Yields the product CC12CCC(C#N)=CC1=CCC1C2CCC2(C)C(C(=O)NC(Cc3ccccc3)c3ccccc3)CCC12. Starting materials: CNc1ncc(Br)cn1, CC(C)(C)[PH+](C(C)(C)C)C(C)(C)C, C#C[Si](C)(C)C, CCOC(C)=O, CCN(C(C)C)C(C)C, [Cu]I, F[B-](F)(F)F, C1COCCO1. Yields the product CNc1ncc(C#C[Si](C)(C)C)cn1. RXN SMILES: [Br:28][c:29]1[cH:30][n:31][c:32]([NH:35][CH3:36])[n:33][cH:34]1.[C:6]([PH+:7]([C:8]([CH3:9])([CH3:10])[CH3:11])[C:12]([CH3:13])([CH3:14])[CH3:15])([CH3:16])([CH3:17])[CH3:18].[CH3:37][Si:38]([CH3:39])([CH3:40])[C:41]#[CH:42].[CH3:43][CH2:44][O:45][C:46]([CH3:47])=[O:48].[CH:19]([N:20]([CH:21]([CH3:22])[CH3:23])[CH2:24][CH3:25])([CH3:26])[CH3:27].[Cu:49][I:50].[F:1][B-:2]([F:3])([F:4])[F:5].[O:51]1[CH2:52][CH2:53][O:54][CH2:55][CH2:56]1>>[c:29]1([C:42]#[C:41][Si:38]([CH3:37])([CH3:39])[CH3:40])[cH:30][n:31][c:32]([NH:35][CH3:36])[n:33][cH:34]1. Reactants: FC1=CC(=C(C=C1)N1CCNCC1)OC (1-(4-fluoro-2-methoxyphenyl)piperazine), ClCCCN1C(N(C(C(=C1)C)=O)CC1=CC=CC=C1)=O (1-(3-chloropropyl)-3-benzyl-5-methyl-2,4(1H,3H)-pyrimidinedione). Product: Cl.C(C1=CC=CC=C1)N1C(N(C=C(C1=O)C)CCCN1CCN(CC1)C1=C(C=C(C=C1)F)OC)=O (3-benzyl-1-{3-[4-(4-fluoro-2-methoxyphenyl)piperazin-1-yl]propyl}-5-methyl-2,4(1H,3H)-pyrimidinedione hydrochloride). As a reaction SMILES: [F:1][C:2]1[CH:7]=[CH:6][C:5]([N:8]2[CH2:13][CH2:12][NH:11][CH2:10][CH2:9]2)=[C:4]([O:14][CH3:15])[CH:3]=1.[Cl:16][CH2:17][CH2:18][CH2:19][N:20]1[CH:25]=[C:24]([CH3:26])[C:23](=[O:27])[N:22]([CH2:28][C:29]2[CH:34]=[CH:33][CH:32]=[CH:31][CH:30]=2)[C:21]1=[O:35]>>[ClH:16].[CH2:28]([N:22]1[C:23](=[O:27])[C:24]([CH3:26])=[CH:25][N:20]([CH2:19][CH2:18][CH2:17][N:11]2[CH2:10][CH2:9][N:8]([C:5]3[CH:6]=[CH:7][C:2]([F:1])=[CH:3][C:4]=3[O:14][CH3:15])[CH2:13][CH2:12]2)[C:21]1=[O:35])[C:29]1[CH:30]=[CH:31][CH:32]=[CH:33][CH:34]=1 |f:2.3|. Reported procedure: substituting 1-(4-fluoro-2-methoxyphenyl)piperazine and 1-(3-chloropropyl)-3-benzyl-5-methyl-2,4(1H,3H)-pyrimidinedione gave 3-benzyl-1-{3-[4-(4-fluoro-2-methoxyphenyl)piperazin-1-yl]propyl}-5-methyl-2,4(1H,3H)-pyrimidinedione hydrochloride, m.p. 210°-212° C.; Anal.: Calcd. for C26H31FN4O3.(HCl)2 : C, 57.88; H, 6.16; N, 10.38%; Found: C, 57.50; H, 6.18; N, 10.62%;